From a dataset of the Open Reaction Database (ORD), a public repository of structured organic reaction records. describe an organic reaction: reactants, conditions, products, and yield Starting materials: C(C)OC(C(CC=1C(OC2=CC=CC=C2C1O)=O)CC1=CC=CC=C1)=O (2-Benzyl-3-(4-hydroxy-2-oxo-2H-chromen-3-yl)-propionic acid ethyl ester), [OH-].[Na+] (NaOH), HCl ice. Run in CCO (EtOH). Reaction conditions: temperature 50 celsius, time 2 hour. The product is C(C1=CC=CC=C1)C(C(=O)O)CC=1C(OC2=CC=CC=C2C1O)=O (2-Benzyl-3-(4-hydroxy-2-oxo-2H-chromen-3-yl)-propionic acid). The yield is 81.5%. Reaction SMILES: C([O:3][C:4](=[O:26])[CH:5]([CH2:19][C:20]1[CH:25]=[CH:24][CH:23]=[CH:22][CH:21]=1)[CH2:6][C:7]1[C:8](=[O:18])[O:9][C:10]2[C:15]([C:16]=1[OH:17])=[CH:14][CH:13]=[CH:12][CH:11]=2)C.[OH-].[Na+]>CCO>[CH2:19]([CH:5]([CH2:6][C:7]1[C:8](=[O:18])[O:9][C:10]2[C:15]([C:16]=1[OH:17])=[CH:14][CH:13]=[CH:12][CH:11]=2)[C:4]([OH:26])=[O:3])[C:20]1[CH:21]=[CH:22][CH:23]=[CH:24][CH:25]=1 |f:1.2|. Procedure: 2-Benzyl-3-(4-hydroxy-2-oxo-2H-chromen-3-yl)-propionic acid ethyl ester (160 mg) in EtOH (1 mL) was added 1N NaOH (1.36 mL). The resulting mixture was heated to 50° C. and stirred for 2 hours, cooled to room temperature, acidified with Conc. HCl/ice and extracted with ether. The organic layer was dried over MgSO4 and conc. in vacuo to give 2-Benzyl-3-(4-hydroxy-2-oxo-2H-chromen-3-yl)-propionic acid as a pale yellow solid (120 mg). MS: 323[M−H]. Starting materials: ClCC(CCCC1=CC=CC=C1)=O (1-chloro-2-oxo-5-phenylpentane), C1(=CC=CC=C1)P(C1=CC=CC=C1)C1=CC=CC=C1 (triphenylphosphine), C(Cl)(Cl)Cl (chloroform), C(Cl)(Cl)Cl (chloroform). Yields the product [Cl-].C1(=CC=CC=C1)CCCC(=O)C1=C(C=CC=C1)[P+](C1=CC=CC=C1)(C1=CC=CC=C1)C (4-phenylbutanoylmethyltriphenylphosphonium chloride). Reaction SMILES: [Cl:1][CH2:2][C:3](=[O:13])[CH2:4][CH2:5][CH2:6][C:7]1[CH:12]=[CH:11][CH:10]=[CH:9][CH:8]=1.[C:14]1([P:20]([C:27]2C=[CH:31][CH:30]=[CH:29][CH:28]=2)[C:21]2[CH:26]=[CH:25][CH:24]=[CH:23][CH:22]=2)[CH:19]=[CH:18][CH:17]=[CH:16][CH:15]=1.[CH:33](Cl)(Cl)Cl>>[Cl-:1].[C:7]1([CH2:6][CH2:5][CH2:4][C:3]([C:2]2[CH:31]=[CH:30][CH:29]=[CH:28][C:27]=2[P+:20]([CH3:33])([C:14]2[CH:19]=[CH:18][CH:17]=[CH:16][CH:15]=2)[C:21]2[CH:26]=[CH:25][CH:24]=[CH:23][CH:22]=2)=[O:13])[CH:12]=[CH:11][CH:10]=[CH:9][CH:8]=1 |f:3.4|. Procedure details: A solution of 1-chloro-2-oxo-5-phenylpentane (6.55 g.) in dry chloroform (30 ml.) was added to a solution of triphenylphosphine (8.7 g.) in dry chloroform (30 ml.) and heated at reflux in an atmosphere of dry nitrogen for 4 hours. The solution was then evaporated under reduced pressure and the residual oil was triturated with a mixture of light petroleum ether (b.p. 40°-60° C.) and diethyl ether, to give a white solid. Recrystallisation of this material from a mixture of dichloromethane and diet... Reactants: O=C([O-])[O-], Brc1ccc(C2(Cc3ccccc3)c3ccccc3-c3nccn32)cc1, C1CCOC1, CCOC(C)=O, [Na+], [Na+], OB(O)c1cccnc1. Yields the product c1ccc(CC2(c3ccc(-c4cccnc4)cc3)c3ccccc3-c3nccn32)cc1. RXN SMILES: [C:41](=[O:42])([O-:43])[O-:44].[CH2:1]([c:2]1[cH:3][cH:4][cH:5][cH:6][cH:7]1)[C:8]1([c:20]2[cH:21][cH:22][c:23]([Br:26])[cH:24][cH:25]2)[n:9]2[c:10]([n:17][cH:18][cH:19]2)-[c:11]2[cH:12][cH:13][cH:14][cH:15][c:16]21.[CH2:36]1[O:37][CH2:38][CH2:39][CH2:40]1.[CH3:47][CH2:48][O:49][C:50]([CH3:51])=[O:52].[Na+:45].[Na+:46].[n:27]1[cH:28][c:29]([B:33]([OH:34])[OH:35])[cH:30][cH:31][cH:32]1>>[CH2:1]([c:2]1[cH:3][cH:4][cH:5][cH:6][cH:7]1)[C:8]1([c:20]2[cH:21][cH:22][c:23](-[c:29]3[cH:28][n:27][cH:32][cH:31][cH:30]3)[cH:24][cH:25]2)[n:9]2[c:10]([n:17][cH:18][cH:19]2)-[c:11]2[cH:12][cH:13][cH:14][cH:15][c:16]21. Reactants: NC=1C=CC2=C(C(OC(N2C)=O)(CC)CC)C1 (6-amino-4,4-diethyl-1-methyl-1,4-dihydro-2H-3,1-benzoxazin-2-one), ClC=1C=C(C=C(C1)Cl)B(O)O (3,5-dichlorophenylboronic acid). The product is ClC=1C=C(C=C(C1)Cl)NC=1C=CC2=C(C(OC(N2C)=O)(CC)CC)C1 (6-[(3,5-dichlorophenyl)amino]-4,4-diethyl-1-methyl-1,4-dihydro-2H-3,1-benzoxazin-2-one). As a reaction SMILES: [NH2:1][C:2]1[CH:3]=[CH:4][C:5]2[N:10]([CH3:11])[C:9](=[O:12])[O:8][C:7]([CH2:15][CH3:16])([CH2:13][CH3:14])[C:6]=2[CH:17]=1.[Cl:18][C:19]1[CH:20]=[C:21](B(O)O)[CH:22]=[C:23]([Cl:25])[CH:24]=1>>[Cl:18][C:19]1[CH:20]=[C:21]([NH:1][C:2]2[CH:3]=[CH:4][C:5]3[N:10]([CH3:11])[C:9](=[O:12])[O:8][C:7]([CH2:15][CH3:16])([CH2:13][CH3:14])[C:6]=3[CH:17]=2)[CH:22]=[C:23]([Cl:25])[CH:24]=1. Procedure: Prepared from 6-amino-4,4-diethyl-1-methyl-1,4-dihydro-2H-3,1-benzoxazin-2-one and 3,5-dichlorophenylboronic acid according to the coupling protocol of example 1. 1H NMR (DMSO-d6): δ 8.55 (s, 1H), 7.16 (dd, J=8.7, 2.3 Hz, 1H), 7.09 (d, J=8.7 Hz, 1H), 6.97 (d, J=2.4 Hz, 1H), 6.84 (m, 1H), 6.82 (m, 2H), 3.28 (s, 3H), 2.00 (m, 2H), 1.92 (m, 2H), 0.82 (t, J=7.4 Hz, 6H); MS (ESI) m/z 379/381/383 ([M+H]+); MS (ESI) m/z 377/379/381 ([M−H]−); Anal. calcd for C19H20Cl2N2O2: C, 60.17; H, 5.32; N, 7.39. Fo... The reactants are O=C([O-])[O-], ClCc1ccccc1, CCC(C)=O, [K+], [K+], O, CC(=O)C=Cc1ccccc1O. Yields the product CC(=O)C=Cc1ccccc1OCc1ccccc1. RXN SMILES: [C:21](=[O:22])([O-:23])[O-:24].[CH2:1]([c:2]1[cH:3][cH:4][cH:5][cH:6][cH:7]1)[Cl:8].[CH2:28]([C:29]([CH3:30])=[O:31])[CH3:32].[K+:25].[K+:26].[OH2:27].[OH:9][c:10]1[c:11]([CH:16]=[CH:17][C:18]([CH3:19])=[O:20])[cH:12][cH:13][cH:14][cH:15]1>>[CH2:1]([c:2]1[cH:3][cH:4][cH:5][cH:6][cH:7]1)[O:9][c:10]1[c:11]([CH:16]=[CH:17][C:18]([CH3:19])=[O:20])[cH:12][cH:13][cH:14][cH:15]1. The reactants are C(C)(=O)C=1C=CC2=C(SC(=C2)S(=O)(=O)N)C1 (6-acetylbenzo[b]thiophene-2-sulfonamide), CC(=O)[O-].[Na+] (NaOAc), [N-]=[N+]=[N-].[Na+] (Sodium azide). Solvent: C(C)(=O)O (acetic acid), OS(=O)(=O)O (H2SO4). Reaction conditions: temperature 65 celsius, time 8 hour. Yields the product C(C)(=O)NC=1C=CC2=C(SC(=C2)S(N)(=O)=O)C1 (6-acetamido-2-sulfamoylbenzo[b]thiophene). Reaction SMILES: C([C:4]1[CH:5]=[CH:6][C:7]2[CH:11]=[C:10]([S:12]([NH2:15])(=[O:14])=[O:13])[S:9][C:8]=2[CH:16]=1)(=O)C.[N-:17]=[N+]=[N-].[Na+].[CH3:21][C:22]([O-:24])=O.[Na+]>C(O)(=O)C.OS(O)(=O)=O>[C:22]([NH:17][C:4]1[CH:5]=[CH:6][C:7]2[CH:11]=[C:10]([S:12](=[O:13])(=[O:14])[NH2:15])[S:9][C:8]=2[CH:16]=1)(=[O:24])[CH3:21] |f:1.2,3.4|. Procedure details: A solution of 6-acetylbenzo[b]thiophene-2-sulfonamide (5.1 g, 0.02 mole) in glacial acetic acid (50 ml) and concentrated H2SO4 (20 ml) was stirred and heated to 65° C. Sodium azide (5.0 g, 0.077 mole) was added in portions over a 1 hour period. After heating the mixture at 80° C. for another 3 hours, it was poured into a stirred, saturated NaOAc solution (500 ml) cooled in an ice bath. The resulting mixture was refrigerated overnight. The solid was collected, resuspended in water (300 ml), and r... Run at temperature 0 celsius, time 10 minute. Run in CO (methanol), CO (methanol), O1CCCC1 (tetrahydrofuran), CO (Methanol). The reactants are [BH4-].[Na+] (sodium tetrahydroborate), COC1=CC=C(C=C1)C(=O)C=O (4-methoxyphenylglyoxal), C(CN)N (ethylenediamine), ice. Yields the product COC1=CC=C(C=C1)C1NCCNC1 (2-(4-methoxypheny)-piperazine). Procedure: Methanol (5 ml) solution of ethylenediamine (3.74 g, 62.29 mmol) was added to the ice-cooled solution of 4-methoxyphenylglyoxal (8.30 g, 45.5 mmol) in methanol (100 ml) and tetrahydrofuran (50 ml) and stirred for 10 min. After cooling to 0° C., sodium tetrahydroborate (6.14 g, 162.2 mmol) and additional methanol (50 ml) was added and stirred overnight. After removal of the solvent, aqueous sodium hydroxide was added and was extracted with dichloromethane three times and washed with brine and dri... Reaction SMILES: [CH2:1]([NH2:4])[CH2:2][NH2:3].[CH3:5][O:6][C:7]1[CH:12]=[CH:11][C:10]([C:13]([CH:15]=O)=O)=[CH:9][CH:8]=1.[BH4-].[Na+]>CO.O1CCCC1>[CH3:5][O:6][C:7]1[CH:12]=[CH:11][C:10]([CH:13]2[CH2:15][NH:4][CH2:1][CH2:2][NH:3]2)=[CH:9][CH:8]=1 |f:2.3|. Isolated yield 45.3%. Starting materials: ClC1=C(CBr)C(=CC=C1)Cl (2,6-dichlorobenzyl bromide), O.O.O.O.O.O.O.O.O.O.O.O.P(=O)(O)([O-])[O-].[Na+].[Na+] (Sodium monohydrogen phosphate dodecahydrate), S(=O)([O-])[O-].[Na+].[Na+] (sodium sulfite), O=C1NC2=CC=C(C=C2C1)S(=O)(=O)Cl (2-oxo-2,3-dihydro-1H-indole-5-sulfonyl chloride). Solvent: CC(=O)C (acetone), CC(=O)C (acetone), O (water). Conditions: temperature 30 celsius, time 16 hour. The product is ClC1=C(C(=CC=C1)Cl)CS(=O)(=O)C=1C=C2CC(NC2=CC1)=O (5-(2,6-dichloro-phenylmethanesulfonyl)-1,3-dihydro-indol-2-one). Isolated yield 88.1%. As a reaction SMILES: O.O.O.O.O.O.O.O.O.O.O.O.P([O-])([O-])(O)=O.[Na+].[Na+].S([O-])([O-])=O.[Na+].[Na+].[O:26]=[C:27]1[CH2:35][C:34]2[C:29](=[CH:30][CH:31]=[C:32]([S:36](Cl)(=[O:38])=[O:37])[CH:33]=2)[NH:28]1.[Cl:40][C:41]1[CH:48]=[CH:47][CH:46]=[C:45]([Cl:49])[C:42]=1[CH2:43]Br>O.CC(C)=O>[Cl:40][C:41]1[CH:48]=[CH:47][CH:46]=[C:45]([Cl:49])[C:42]=1[CH2:43][S:36]([C:32]1[CH:33]=[C:34]2[C:29](=[CH:30][CH:31]=1)[NH:28][C:27](=[O:26])[CH2:35]2)(=[O:38])=[O:37] |f:0.1.2.3.4.5.6.7.8.9.10.11.12.13.14,15.16.17|. Reported procedure: Sodium monohydrogen phosphate dodecahydrate (142 g, 1.0 mol) and sodium sulfite (252 g, 2.0 mol) were dissolved in 2 L of water at room temperature, heated to 30° C., and added with 2-oxo-2,3-dihydro-1H-indole-5-sulfonyl chloride 64b (232 g, 1.0 mol). Upon completion of the addition, the reaction mixture was stirred at 60° C. for 16 hours. A solution of 2,6-dichlorobenzyl bromide (240 g, 1.0 mol) in acetone (1.8 L) was added to the above solution, stirred at 60° C. for 1 hour, added with another...